This data is from the Open Reaction Database (ORD), a public repository of structured organic reaction records. The task is: describe an organic reaction: reactants, conditions, products, and yield Reactants: ice, C(C1=CC=CC=C1)OC1=NC(=CC(=C1)C(=O)C1=CC2=C(NC(O2)=O)C(=C1)C)Cl (6-(2-benzyloxy-6-chloro-pyridine-4-carbonyl)-4-methyl-3H-benzoxazol-2-one), IC (iodomethane). The solvent is CN(C)C=O (DMF). Conditions: time 30 minute. The product is C(C1=CC=CC=C1)OC1=NC(=CC(=C1)C(=O)C1=CC2=C(N(C(O2)=O)C)C(=C1)C)Cl (6-(2-benzyloxy-6-chloro-pyridine-4-carbonyl)-3,4-dimethyl-3H-benzoxazol-2-one). Reaction SMILES: [CH2:1]([O:8][C:9]1[CH:14]=[C:13]([C:15]([C:17]2[CH:26]=[C:25]([CH3:27])[C:20]3[NH:21][C:22](=[O:24])[O:23][C:19]=3[CH:18]=2)=[O:16])[CH:12]=[C:11]([Cl:28])[N:10]=1)[C:2]1[CH:7]=[CH:6][CH:5]=[CH:4][CH:3]=1.I[CH3:30]>CN(C=O)C>[CH2:1]([O:8][C:9]1[CH:14]=[C:13]([C:15]([C:17]2[CH:26]=[C:25]([CH3:27])[C:20]3[N:21]([CH3:30])[C:22](=[O:24])[O:23][C:19]=3[CH:18]=2)=[O:16])[CH:12]=[C:11]([Cl:28])[N:10]=1)[C:2]1[CH:3]=[CH:4][CH:5]=[CH:6][CH:7]=1. Procedure: Under a nitrogen atmosphere and while cooling with ice 220 mg (5.06 mmol) sodium hydride (55%, suspension in mineral oil) were added to 2.00 g (5.07 mmol) 6-(2-benzyloxy-6-chloro-pyridine-4-carbonyl)-4-methyl-3H-benzoxazol-2-one in 10 mL DMF. The reaction mixture was stirred for 30 min at RT. Then 0.312 mL (5.06 mmol) iodomethane were added and the mixture was stirred overnight at RT. The reaction mixture was poured onto water and the precipitated product was suction filtered, washed with water ... The reactants are C1CNCCN1, Cc1ccc2c(c1)c(Cl)c(C#N)c(=O)n2C, ClCCl. Product: Cc1ccc2c(c1)c(N1CCNCC1)c(C#N)c(=O)n2C. As a reaction SMILES: [CH2:17]1[CH2:18][NH:19][CH2:20][CH2:21][NH:22]1.[Cl:1][c:2]1[c:3]([C:15]#[N:16])[c:4](=[O:14])[n:5]([CH3:13])[c:6]2[cH:7][cH:8][c:9]([CH3:12])[cH:10][c:11]12.[Cl:23][CH2:24][Cl:25]>>[c:2]1([N:19]2[CH2:18][CH2:17][NH:22][CH2:21][CH2:20]2)[c:3]([C:15]#[N:16])[c:4](=[O:14])[n:5]([CH3:13])[c:6]2[cH:7][cH:8][c:9]([CH3:12])[cH:10][c:11]12. Starting materials: CN(C(=O)OC(C)(C)C)C(C)(C)CCC=O, CO, [K+], [K+], COP(=O)(OC)C(=[N+]=[N-])C(C)=O, O=C([O-])[O-], O. Product: C#CCCC(C)(C)N(C)C(=O)OC(C)(C)C. Reaction SMILES: [CH3:1][N:2]([C:3]([O:4][C:5]([CH3:6])([CH3:7])[CH3:8])=[O:9])[C:10]([CH3:11])([CH2:12][CH2:13][CH:14]=[O:15])[CH3:16].[CH3:35][OH:36].[K+:29].[K+:30].[N+:17](=[C:19]([P:18](=[O:20])([O:21][CH3:22])[O:23][CH3:24])[C:25](=[O:26])[CH3:27])=[N-:28].[O-:31][C:32]([O-:33])=[O:34].[OH2:37]>>[CH3:1][N:2]([C:3]([O:4][C:5]([CH3:6])([CH3:7])[CH3:8])=[O:9])[C:10]([CH3:11])([CH2:12][CH2:13][C:14]#[CH:19])[CH3:16]. The reactants are COC(C(C)(C)C1=CC(=C(C=C1)S(=O)(=O)Cl)OC)=O (2-(4-Chlorosulfonyl-3-methoxy-phenyl)-2-methyl-propionic acid methyl ester), COC(CN1C(CCC2=CC=CC=C12)=O)=O ((2-Oxo-3,4-dihydro-2H-quinolin-1-yl)-acetic acid methyl ester), COC(CN1C(CCC2=CC(=CC=C12)S)=O)=O ((6-Mercapto-2-oxo-3,4-dihydro-2H-quinolin-1-yl}-acetic acid methyl ester), COC(CN1C(CCC2=CC(=CC=C12)S)=O)=O ((6-Mercapto-2-oxo-3,4-dihydro-2H-quinolin-1-yl}-acetic acid methyl ester). Yields the product COC(CN1C(CCC2=CC(=CC=C12)S(=O)(=O)Cl)=O)=O ((6-Chlorosulfonyl-2-oxo-3,4-dihydro-2H-quinolin-1-yl) acetic acid methyl ester). The yield is 28.0%. RXN SMILES: COC(=O)C([C:7]1[CH:12]=[CH:11][C:10]([S:13]([Cl:16])(=[O:15])=[O:14])=[C:9](OC)[CH:8]=1)(C)C.[CH3:20][O:21][C:22](=[O:35])[CH2:23][N:24]1C2C(=CC=CC=2)[CH2:27][CH2:26][C:25]1=[O:34].COC(=O)CN1C2C(=CC(S)=CC=2)CCC1=O>>[CH3:20][O:21][C:22](=[O:35])[CH2:23][N:24]1[C:7]2[C:8](=[CH:9][C:10]([S:13]([Cl:16])(=[O:14])=[O:15])=[CH:11][CH:12]=2)[CH2:27][CH2:26][C:25]1=[O:34]. Procedure details: Compound 49B was prepared analogously to compound 21B using the product prepared from compound 49A. Yield was 28%. MS m/z 318 (M+1). Step 3. Preparation of (6-Mercapto-2-oxo-3,4-dihydro-2H-quinolin-1-yl}-acetic acid methyl ester (Compound 49C).